Dataset: the Open Reaction Database (ORD), a public repository of structured organic reaction records. Task: describe an organic reaction: reactants, conditions, products, and yield Starting materials: C([O-])([O-])=O.[Na+].[Na+] (sodium carbonate), CS(=O)(=O)O (methanesulfonic acid), O=P12OP3(=O)OP(=O)(O1)OP(=O)(O2)O3 (phosphorus pentoxide), C1(=C(C=CC=C1)N)N (1,2-phenylene diamine), BrC1=C(C(=O)O)C=CC=C1 (2-bromobenzoic acid). The solvent is ice water. Yields the product BrC1=C(C=CC=C1)C1=NC2=C(N1)C=CC=C2 (2-(2-Bromophenyl)-1H-benzimidazole). The yield is 56.7%. As a reaction SMILES: CS(O)(=O)=O.O=P12OP3(OP(OP(O3)(O1)=O)(=O)O2)=O.[C:20]1([NH2:27])[CH:25]=[CH:24][CH:23]=[CH:22][C:21]=1[NH2:26].[Br:28][C:29]1[CH:37]=[CH:36][CH:35]=[CH:34][C:30]=1[C:31](O)=O.C(=O)([O-])[O-].[Na+].[Na+]>>[Br:28][C:29]1[CH:37]=[CH:36][CH:35]=[CH:34][C:30]=1[C:31]1[NH:27][C:20]2[CH:25]=[CH:24][CH:23]=[CH:22][C:21]=2[N:26]=1 |f:4.5.6|. Procedure: To a flask were added 80 g methanesulfonic acid and 8 g phosphorus pentoxide and the mixture was heated to 60 C under nitrogen until the solids had completely dissolved. To this solution was added 2.7 g 1,2-phenylene diamine and 5.0 g 2-bromobenzoic acid and the mixture was heated to 100 C for 30 minutes. The mixture was poured onto 300 ml ice water and basified with the addition of small portions of sodium carbonate. Following filtration of the solid and washing with water, the crude product wa...